This data is from the Open Reaction Database (ORD), a public repository of structured organic reaction records. The task is: describe an organic reaction: reactants, conditions, products, and yield Starting materials: [BH4-].[Li+] (lithium borohydride), O1CCCC1 (THF), O(C1=CC=CC=C1)COC(=O)NCCC1=CNC2=CC=C(C=C12)C(=O)O (3-[2-[[(phenoxymethoxy)carbonyl]amino]ethyl]-1H-indole-5-carboxylic acid), C(=O)(N1C=NC=C1)N1C=NC=C1 (carbonyldiimidazole), O1CCCC1 (tetrahydrofuran), C(C)(=O)O (acetic acid), ice. Run at time 18 hour. Product: C1(=CC=CC=C1)COC(NCCC1=CNC2=CC=C(C=C12)CO)=O (Phenylmethyl[2-[5-(hydroxymethyl)-1H-indol-3-yl]ethyl]carbamate). As a reaction SMILES: O([CH2:8][O:9][C:10]([NH:12][CH2:13][CH2:14][C:15]1[C:23]2[C:18](=[CH:19][CH:20]=[C:21]([C:24]([OH:26])=O)[CH:22]=2)[NH:17][CH:16]=1)=[O:11])C1C=CC=CC=1.C(N1[CH:38]=[CH:37]N=C1)(N1C=CN=C1)=O.[BH4-].[Li+].C(O)(=O)C.O1[CH2:49][CH2:48][CH2:47][CH2:46]1>>[C:38]1([CH2:8][O:9][C:10](=[O:11])[NH:12][CH2:13][CH2:14][C:15]2[C:23]3[C:18](=[CH:19][CH:20]=[C:21]([CH2:24][OH:26])[CH:22]=3)[NH:17][CH:16]=2)[CH:37]=[CH:49][CH:48]=[CH:47][CH:46]=1 |f:2.3|. Procedure details: A solution of 3-[2-[[(phenoxymethoxy)carbonyl]amino]ethyl]-1H-indole-5-carboxylic acid (9 g) and carbonyldiimidazole (5.2 g) in dry tetrahydrofuran (THF) (150 ml) was stirred vigorously under nitrogen at room temperature for 5 h. A solution of lithium borohydride (1.6 g) in dry THF (70 ml) was added over 70 min and the mixture then stirred for 18 h. Aqueous acetic acid (30%, 25 ml) was added slowly to the ice-cooled mixture and the solution was then partitioned between brine (25%, 300 ml) and et... Reactants: C(CC)OC=1C=C(C=CC1OCCC)CCN (2-(3,4-di-n-propoxyphenyl)ethylamine), C(C)OC=1C=C(C=CC1OCC)CC(=O)OCC (ethyl 3,4-diethoxyphenylacetate), Example 1 ( a ). Product: C(CC)OC=1C=C(C=CC1OCCC)CCNC(CC1=CC(=C(C=C1)OCC)OCC)=O (N-[2-(3,4-di-n-propoxyphenyl)ethyl]-3,4-diethoxy-phenylacetamide). Reaction SMILES: [CH2:1]([O:4][C:5]1[CH:6]=[C:7]([CH2:15][CH2:16][NH2:17])[CH:8]=[CH:9][C:10]=1[O:11][CH2:12][CH2:13][CH3:14])[CH2:2][CH3:3].[CH2:18]([O:20][C:21]1[CH:22]=[C:23]([CH2:30][C:31](OCC)=[O:32])[CH:24]=[CH:25][C:26]=1[O:27][CH2:28][CH3:29])[CH3:19]>>[CH2:1]([O:4][C:5]1[CH:6]=[C:7]([CH2:15][CH2:16][NH:17][C:31](=[O:32])[CH2:30][C:23]2[CH:24]=[CH:25][C:26]([O:27][CH2:28][CH3:29])=[C:21]([O:20][CH2:18][CH3:19])[CH:22]=2)[CH:8]=[CH:9][C:10]=1[O:11][CH2:12][CH2:13][CH3:14])[CH2:2][CH3:3]. Procedure: N-[2-(3,4-di-n-propoxyphenyl)ethyl]-3,4-diethoxy-phenylacetamide was prepared from 2-(3,4-di-n-propoxyphenyl)ethylamine and ethyl 3,4-diethoxyphenylacetate using the process described in Example 1 (a).